From a dataset of the Open Reaction Database (ORD), a public repository of structured organic reaction records. describe an organic reaction: reactants, conditions, products, and yield The reactants are Cl (Hydrochloric acid), O1CCCC1 (tetrahydrofuran), NC=1C(=CC(=C(C1)N1C(N2C(=CCCC2)C1=O)=O)F)Cl (2-(5-amino-4-chloro-2-fluorophenyl)-5,6-dihydroimidazo [1,5-a] pyridine-1,3[2H, 7H]-dione), C(C)(=O)OC(C)=O (acetic anhydride). The reagents and catalysts are N1=CC=CC=C1 (pyridine). The solvent is C(C)(=O)OCC (ethyl acetate). Product: C(C)(=O)NC=1C(=CC(=C(C1)N1C(N2C(=CCCC2)C1=O)=O)F)Cl (2-(5-acetylamino-4-chloro-2-fluorophenyl)-5,6-dihydroimidazo [1,5-a] pyridine-1,3[2H, 7H]-dione). Isolated yield 59.6%. As a reaction SMILES: [O:1]1CC[CH2:3][CH2:2]1.[NH2:6][C:7]1[C:8]([Cl:25])=[CH:9][C:10]([F:24])=[C:11]([N:13]2[C:21](=[O:22])[C:16]3=[CH:17][CH2:18][CH2:19][CH2:20][N:15]3[C:14]2=[O:23])[CH:12]=1.C(OC(=O)C)(=O)C.Cl>N1C=CC=CC=1.C(OCC)(=O)C>[C:2]([NH:6][C:7]1[C:8]([Cl:25])=[CH:9][C:10]([F:24])=[C:11]([N:13]2[C:21](=[O:22])[C:16]3=[CH:17][CH2:18][CH2:19][CH2:20][N:15]3[C:14]2=[O:23])[CH:12]=1)(=[O:1])[CH3:3]. Procedure: To an tetrahydrofuran (5 mL) solution of 2-(5-amino-4-chloro-2-fluorophenyl)-5,6-dihydroimidazo [1,5-a] pyridine-1,3[2H, 7H]-dione (0.50 g, 1.69 mmol) were dropwise added acetic anhydride (0.18 mL, 1.86 mmol) and pyridine (8 drops) with stirring at room temperature. The reaction mixture was stirred for 8 hours at room temperature and further stirred for 13 hours at 80° C. 1N Hydrochloric acid (20 mL) and ethyl acetate (20 mL) were added to the resulting mixture, and the organic layer was separat...